This data is from the Open Reaction Database (ORD), a public repository of structured organic reaction records. The task is: describe an organic reaction: reactants, conditions, products, and yield The reactants are CC(C)(C)OO, C=C(CO)CCCCCCCCCCCCCC, Cc1ccccc1, ClCCl. Yields the product CCCCCCCCCCCCCCC1(CO)CO1. As a reaction SMILES: [C:19]([CH3:21])([CH3:22])([O:23][OH:20])[CH3:24].[CH2:1]=[C:2]([CH2:3][OH:4])[CH2:5][CH2:6][CH2:7][CH2:8][CH2:9][CH2:10][CH2:11][CH2:12][CH2:13][CH2:14][CH2:15][CH2:16][CH2:17][CH3:18].[CH3:28][c:29]1[cH:30][cH:31][cH:32][cH:33][cH:34]1.[Cl:25][CH2:26][Cl:27]>>[CH2:1]1[C:2]([CH2:3][OH:4])([CH2:5][CH2:6][CH2:7][CH2:8][CH2:9][CH2:10][CH2:11][CH2:12][CH2:13][CH2:14][CH2:15][CH2:16][CH2:17][CH3:18])[O:23]1.